This data is from the Open Reaction Database (ORD), a public repository of structured organic reaction records. The task is: describe an organic reaction: reactants, conditions, products, and yield RXN SMILES: [BrH:15].[C:1]([CH3:2])(=[O:3])[c:4]1[cH:5][c:6]([F:14])[c:7]([C:8](=[O:9])[O:10][CH3:11])[cH:12][cH:13]1.[CH3:17][S:18](=[O:19])[CH3:20].[OH2:16]>>[C:1]([CH:2]=[O:16])(=[O:3])[c:4]1[cH:5][c:6]([F:14])[c:7]([C:8](=[O:9])[O:10][CH3:11])[cH:12][cH:13]1. Product: COC(=O)c1ccc(C(=O)C=O)cc1F. Starting materials: Br, COC(=O)c1ccc(C(C)=O)cc1F, CS(C)=O, O. Starting materials: CC(c1ncnc(NC2CCC(C(C)(C)C)CC2)c1Cl)S(C)=O, CCO, [I-], [K+], N#C[K], O, Cc1ccccc1. Product: CC(C#N)c1ncnc(NC2CCC(C(C)(C)C)CC2)c1Cl. As a reaction SMILES: [C:1]([CH3:2])([CH3:3])([CH3:4])[CH:5]1[CH2:6][CH2:7][CH:8]([NH:11][c:12]2[n:13][cH:14][n:15][c:16]([CH:19]([CH3:20])[S:21]([CH3:22])=[O:23])[c:17]2[Cl:18])[CH2:9][CH2:10]1.[CH3:29][CH2:30][OH:31].[I-:28].[K+:27].[K:24][C:25]#[N:26].[OH2:39].[c:32]1([CH3:33])[cH:34][cH:35][cH:36][cH:37][cH:38]1>>[C:1]([CH3:2])([CH3:3])([CH3:4])[CH:5]1[CH2:6][CH2:7][CH:8]([NH:11][c:12]2[n:13][cH:14][n:15][c:16]([CH:19]([CH3:20])[C:25]#[N:26])[c:17]2[Cl:18])[CH2:9][CH2:10]1. Reactants: FC(C=1C=C(C(=O)N2CO[C@@](C2)(C2=CC=C(C=C2)F)CCN2CCC3(CC2)[C@H](CC2=CC=CC=C23)OCC(=O)N(CCCN(C(CC2=CC=C(C=C2)[N+](=O)[O-])=O)C)C)C=C(C1)C(F)(F)F)(F)F (2-{[(2S)-1′-{2-[(5R)-3-[3,5-Bis(trifluoromethyl)benzoyl]-5-(4-fluorophenyl)-1,3-oxazolidin-5-yl]ethyl}-2,3-dihydrospiro[indene-1,4′-piperidin]-2-yl]oxy}-N-methyl-N-(3-{methyl[(4-nitrophenyl)acetyl]amino}propyl)acetamide). The reagents and catalysts are [C].[Pd] (palladium-carbon). Run in C(C)O (ethanol). Conditions: time 5 hour. Yields the product NC1=CC=C(C=C1)CC(=O)N(C)CCCN(C)C(CO[C@H]1CC2=CC=CC=C2C12CCN(CC2)CC[C@]2(CN(CO2)C(C2=CC(=CC(=C2)C(F)(F)F)C(F)(F)F)=O)C2=CC=C(C=C2)F)=O (2-(4-Aminophenyl)-N-{3-[({[(2S)-1′-{2-[(5R)-3-[3,5-bis(trifluoromethyl)benzoyl]-5-(4-fluorophenyl)-1,3-oxazolidin-5-yl]ethyl}-2,3-dihydrospiro[indene-1,4′-piperidin]-2-yl]oxy}acetyl)(methyl)amino]propyl}-N-methylacetamide). Isolated yield 94.5%. RXN SMILES: [F:1][C:2]([F:67])([F:66])[C:3]1[CH:4]=[C:5]([CH:59]=[C:60]([C:62]([F:65])([F:64])[F:63])[CH:61]=1)[C:6]([N:8]1[CH2:12][C@@:11]([CH2:20][CH2:21][N:22]2[CH2:27][CH2:26][C:25]3([C:35]4[C:30](=[CH:31][CH:32]=[CH:33][CH:34]=4)[CH2:29][C@@H:28]3[O:36][CH2:37][C:38]([N:40]([CH3:58])[CH2:41][CH2:42][CH2:43][N:44]([CH3:57])[C:45](=[O:56])[CH2:46][C:47]3[CH:52]=[CH:51][C:50]([N+:53]([O-])=O)=[CH:49][CH:48]=3)=[O:39])[CH2:24][CH2:23]2)([C:13]2[CH:18]=[CH:17][C:16]([F:19])=[CH:15][CH:14]=2)[O:10][CH2:9]1)=[O:7]>C(O)C.[C].[Pd]>[NH2:53][C:50]1[CH:51]=[CH:52][C:47]([CH2:46][C:45]([N:44]([CH2:43][CH2:42][CH2:41][N:40]([C:38](=[O:39])[CH2:37][O:36][C@@H:28]2[C:25]3([CH2:24][CH2:23][N:22]([CH2:21][CH2:20][C@:11]4([C:13]5[CH:18]=[CH:17][C:16]([F:19])=[CH:15][CH:14]=5)[O:10][CH2:9][N:8]([C:6](=[O:7])[C:5]5[CH:4]=[C:3]([C:2]([F:1])([F:66])[F:67])[CH:61]=[C:60]([C:62]([F:64])([F:63])[F:65])[CH:59]=5)[CH2:12]4)[CH2:27][CH2:26]3)[C:35]3[C:30](=[CH:31][CH:32]=[CH:33][CH:34]=3)[CH2:29]2)[CH3:58])[CH3:57])=[O:56])=[CH:48][CH:49]=1 |f:2.3|. Reported procedure: The compound (212 mg, 0.225 mmol) obtained in Example 57a was dissolved in ethanol (10 mL), 10% palladium-carbon (42 mg, 20% by weight) was added, and the mixture was stirred at room temperature under a hydrogen atmosphere for 5 hours. The reaction mixture was filtered through celite, and the solvent was evaporated under reduced pressure. The residue was purified by NH silica gel column chromatography (ethyl acetate:methanol, 10:1, v/v) to give the title compound (194 mg; yield, 98%) as a yellow... Starting materials: OC=1C=CC=C2C=CC=NC12 (8-hydroxyquinoline), COS(=O)(=O)[O-] (methylsulfate), OC=1C=CC=C2C=CC=NC12 (8-hydroxyquinoline), ice water. Run in CC(=O)N(C)C (dimethyl acetamide). Conditions: time 8 hour. The product is COS(=O)(=O)[O-].C[N+]1=CC=CC2=CC=CC(=C12)O (N-methyl-8-hydroxyquinolinium methylsulfate). Isolated yield 81.0%. As a reaction SMILES: [OH:1][C:2]1[CH:3]=[CH:4][CH:5]=[C:6]2[C:11]=1[N:10]=[CH:9][CH:8]=[CH:7]2.[CH3:12][O:13][S:14]([O-:17])(=[O:16])=[O:15]>CC(N(C)C)=O>[CH3:12][O:13][S:14]([O-:17])(=[O:16])=[O:15].[CH3:12][N+:10]1[C:11]2[C:6](=[CH:5][CH:4]=[CH:3][C:2]=2[OH:1])[CH:7]=[CH:8][CH:9]=1 |f:3.4|. Procedure: Into a 2-liter three-neck flask provided with a mechanical agitator, with a reflux-condenser and calcium chloride tube, and with a dropping funnel, one introduces 145 g of 8-hydroxyquinoline (i.e. 1 mole) and 200 ml of dimethyl acetamide. After dissolution of the 8-hydroxyquinoline, one cools the reaction mixture with a bath of ice water and one adds, drop by drop, by means of the dropping funnel, 126 g of freshly distilled methylsulfate (i.e. 1 mole). Shortly after the completion of the additio... The reactants are C[Li] (methyllithium), C(C)(=O)C1=CC=NC=C1 (4-acetylpyridine). The solvent is C(C)OCC (diethyl ether), C1CCOC1 (THF). Yields the product N1=CC=C(C=C1)C(C)(C)O (2-(4-Pyridyl)propan-2-ol). The yield is 45.0%. Reaction SMILES: [CH3:1][Li].[C:3]([C:6]1[CH:11]=[CH:10][N:9]=[CH:8][CH:7]=1)(=[O:5])[CH3:4]>C(OCC)C.C1COCC1>[N:9]1[CH:10]=[CH:11][C:6]([C:3]([OH:5])([CH3:1])[CH3:4])=[CH:7][CH:8]=1. Reported procedure: A solution of methyllithium (1.4 M; 30 ml, 42 mmol) in diethyl ether was added dropwise to a stirred solution of 4-acetylpyridine (4.65 ml, 42 mmol) in dry THF (100 ml) at -76° C., and the deep blue solution allowed to reach ambient temperature. After 24 hours the mixture was partitioned between ether and saturated aqueous sodium bicarbonate, and the ether phase was concentrated. Chromatography, on elution with ethyl acetate-dichloromethane-triethylamine 60:40:1, gave the title compound (2.59 g,... Starting materials: CC1=CSC=C1 (3-methylthiophene), [Li]CCCC (n-BuLi), O1CC1 (oxirane). Solvent: CCOCC (ether). Reaction conditions: time 1 hour. Yields the product CC=1C=C(SC1)CCO (2-(4-methylthiophen-2-yl)ethanol). Isolated yield 85.5%. RXN SMILES: [CH3:1][C:2]1[CH:6]=[CH:5][S:4][CH:3]=1.[Li]CCCC.[O:12]1[CH2:14][CH2:13]1>CCOCC>[CH3:1][C:2]1[CH:6]=[C:5]([CH2:14][CH2:13][OH:12])[S:4][CH:3]=1. Procedure details: To a solution of 3-methylthiophene (5 g, 51.0 mmol) in dry ether (250 mL) at −65° C. was added n-BuLi (25 mL, 2.5 N in THF) dropwise. After stirring for 1 h, oxirane (2.7 g, 61.3 mmol) was added in one portion. The resulting reaction mixture was warmed to room temperature and stirred overnight. The reaction was then quenched with water. After separation of layers, the organic layer was washed with brine, and dried over anhydrous Na2SO4. After filtration and concentration, the crude product was p... The reactants are Cc1cccnc1S(=O)(=O)Cl, COc1ccc(N)cn1. Yields the product COc1ccc(NS(=O)(=O)c2ncccc2C)cn1. Reaction SMILES: [CH3:10][c:11]1[c:12]([S:17](=[O:18])(=[O:19])[Cl:20])[n:13][cH:14][cH:15][cH:16]1.[CH3:1][O:2][c:3]1[cH:4][cH:5][c:6]([NH2:9])[cH:7][n:8]1>>[CH3:1][O:2][c:3]1[cH:4][cH:5][c:6]([NH:9][S:17]([c:12]2[c:11]([CH3:10])[cH:16][cH:15][cH:14][n:13]2)(=[O:18])=[O:19])[cH:7][n:8]1.